From a dataset of the Open Reaction Database (ORD), a public repository of structured organic reaction records. describe an organic reaction: reactants, conditions, products, and yield Starting materials: O=C1CCC(=O)N1Br, Cc1ccc(C(F)(F)F)o1, ClC(Cl)Cl, CC(C)(C#N)N=NC(C)(C)C#N, O. The product is FC(F)(F)c1ccc(CBr)o1. As a reaction SMILES: [Br:11][N:12]1[C:13](=[O:14])[CH2:15][CH2:16][C:17]1=[O:18].[CH3:1][c:2]1[o:3][c:4]([C:7]([F:8])([F:9])[F:10])[cH:5][cH:6]1.[CH:32]([Cl:33])([Cl:34])[Cl:35].[N:19]([C:20]([CH3:21])([CH3:22])[C:23]#[N:24])=[N:25][C:26]([CH3:27])([CH3:28])[C:29]#[N:30].[OH2:31]>>[CH2:1]([c:2]1[o:3][c:4]([C:7]([F:8])([F:9])[F:10])[cH:5][cH:6]1)[Br:11]. Starting materials: O (water), [H-].[Na+] (Sodium hydride), C(C)(C)(C)C1=NN=C(S1)NN=CC (acetaldehyde 5-t-butyl-1,3,4-thiadiazolyl hydrazone), CNC(=O)ON=C(C#N)C1=CC=CC=C1 (2-Methylaminocarbonyloxyimino-2-phenylacetonitrile). Solvent: C1(=CC=CC=C1)C (toluene). Reaction conditions: time 15 minute. Yields the product CNC(N(N=CC)C=1SC(=NN1)C(C)(C)C)=O (acetaldehyde 4-methyl-2-(5-t-butyl-1,3,4-thiadiazol-2-yl)semicarbazone). The yield is 47.3%. As a reaction SMILES: [H-].[Na+].[C:3]([C:7]1[S:11][C:10]([NH:12][N:13]=[CH:14][CH3:15])=[N:9][N:8]=1)([CH3:6])([CH3:5])[CH3:4].[CH3:16][NH:17][C:18](ON=C(C1C=CC=CC=1)C#N)=[O:19].O>C1(C)C=CC=CC=1>[CH3:16][NH:17][C:18](=[O:19])[N:12]([C:10]1[S:11][C:7]([C:3]([CH3:6])([CH3:4])[CH3:5])=[N:8][N:9]=1)[N:13]=[CH:14][CH3:15] |f:0.1|. Procedure details: Sodium hydride (0.12 g) was added to a stirred solution of acetaldehyde 5-t-butyl-1,3,4-thiadiazolyl hydrazone (0.99 g) in dry toluene (25 ml), and the mixture was stirred at room temperature for 15 minutes. 2-Methylaminocarbonyloxyimino-2-phenylacetonitrile (1.01 g) was added and the mixture was stirred for a further 2 hours and poured into water (20 ml). The organic phase was separated and dried over magnesium sulphate. The drying agent was filtered off and the toluene evaporated to give a yel... Reactants: NC(C(=O)O)C1C2=CC=CC=C2C=2C=CC=CC12 (2-amino-2-(9-fluorenyl)acetic acid), COC1=NN(NC(=C1)OC)Cl (4,6-dimethoxy-2-chlorotriazine), C([O-])([O-])=O.[Na+].[Na+] (sodium carbonate), CN(C)C=O (DMF). The solvent is O (water), C(C)(=O)OCC (ethyl acetate), O (water). Reaction conditions: temperature 80 celsius, time 13 hour. Yields the product COC1=NN(NC(=C1)OC)NC(C(=O)O)C1C2=CC=CC=C2C=2C=CC=CC12 (2-(4,6-Dimethoxy-2-triazinylamino)-2-(9-fluorenyl)acetic acid). The yield is 28.9%. RXN SMILES: [NH2:1][CH:2]([CH:6]1[C:18]2[CH:17]=[CH:16][CH:15]=[CH:14][C:13]=2[C:12]2[C:7]1=[CH:8][CH:9]=[CH:10][CH:11]=2)[C:3]([OH:5])=[O:4].[CH3:19][O:20][C:21]1[CH:26]=[C:25]([O:27][CH3:28])[NH:24][N:23](Cl)[N:22]=1.C(=O)([O-])[O-].[Na+].[Na+].CN(C=O)C>O.C(OCC)(=O)C>[CH3:19][O:20][C:21]1[CH:26]=[C:25]([O:27][CH3:28])[NH:24][N:23]([NH:1][CH:2]([CH:6]2[C:7]3[CH:8]=[CH:9][CH:10]=[CH:11][C:12]=3[C:13]3[C:18]2=[CH:17][CH:16]=[CH:15][CH:14]=3)[C:3]([OH:5])=[O:4])[N:22]=1 |f:2.3.4|. Reported procedure: 2.29 g (9.6 mmol) of 2-amino-2-(9-fluorenyl)acetic acid, 0.70 g (4.0 mmol) of 4,6-dimethoxy-2-chlorotriazine and 0.51 g (4.8 mmol) of sodium carbonate were introduced into a mixture of 16 ml of DMF and 16 ml of water and stirred at 80° C. for 13 hours. Then ethyl acetate and water were added and the phases were separated. The aqueous phase was acidified with 6 normal HCl and extracted three times with ethyl acetate. The organic phases were dried with MgSO4 and concentrated. The crude product was... Starting materials: ClCC(=O)N1C2=C(NC(C3=C1C=CC=C3)=O)C=CC=N2 (11-(chloroacetyl)-5,11-dihydro-6H-pyrido[2,3-b][1,4]benzodiazepin-6-one), N1[C@@H](CCC1)CN1CCOCC1 ((S)-4-[(2-pyrrolidinyl)methyl]morpholine), C(C)(=O)OCC.CO (ethyl acetate methanol). Run in C(C)O (ethanol). Product: N1(CCOCC1)C[C@H]1N(CCC1)CC(=O)N1C2=C(NC(C3=C1C=CC=C3)=O)C=CC=N2 ((S)-5,11-Dihydro-11-[[2-[(4-morpholinyl)methyl]-1-pyrrolidinyl]-acetyl]- 6H-pyrido[2,3-b][1,4]benzodiazepin-6-one). As a reaction SMILES: Cl[CH2:2][C:3]([N:5]1[C:11]2[CH:12]=[CH:13][CH:14]=[CH:15][C:10]=2[C:9](=[O:16])[NH:8][C:7]2[CH:17]=[CH:18][CH:19]=[N:20][C:6]1=2)=[O:4].[NH:21]1[CH2:25][CH2:24][CH2:23][C@H:22]1[CH2:26][N:27]1[CH2:32][CH2:31][O:30][CH2:29][CH2:28]1.C(OCC)(=O)C.CO>C(O)C>[N:27]1([CH2:26][C@@H:22]2[CH2:23][CH2:24][CH2:25][N:21]2[CH2:2][C:3]([N:5]2[C:11]3[CH:12]=[CH:13][CH:14]=[CH:15][C:10]=3[C:9](=[O:16])[NH:8][C:7]3[CH:17]=[CH:18][CH:19]=[N:20][C:6]2=3)=[O:4])[CH2:32][CH2:31][O:30][CH2:29][CH2:28]1 |f:2.3|. Reported procedure: The title compound is prepared analogously to Example 31 from 11-(chloroacetyl)-5,11-dihydro-6H-pyrido[2,3-b][1,4]benzodiazepin-6-one and (S)-4-[(2-pyrrolidinyl)methyl]morpholine to give colorless crystals, mp. 202-203° C. (ethyl acetate/methanol 1:1 v/v); [α]D20 =-2.93° C. (ethanol). RXN SMILES: I[C:2]1[N:3]=[CH:4][N:5]([C:7]([C:20]2[CH:25]=[CH:24][CH:23]=[CH:22][CH:21]=2)([C:14]2[CH:19]=[CH:18][CH:17]=[CH:16][CH:15]=2)[C:8]2[CH:13]=[CH:12][CH:11]=[CH:10][CH:9]=2)[CH:6]=1.C([Mg]Br)C.[CH3:30][C:31]1[N:36]=[C:35]([CH:37]=[O:38])[CH:34]=[CH:33][CH:32]=1>ClCCl>[CH3:30][C:31]1[N:36]=[C:35]([CH:37]([C:2]2[N:3]=[CH:4][N:5]([C:7]([C:14]3[CH:19]=[CH:18][CH:17]=[CH:16][CH:15]=3)([C:8]3[CH:9]=[CH:10][CH:11]=[CH:12][CH:13]=3)[C:20]3[CH:25]=[CH:24][CH:23]=[CH:22][CH:21]=3)[CH:6]=2)[OH:38])[CH:34]=[CH:33][CH:32]=1. Reactants: IC=1N=CN(C1)C(C1=CC=CC=C1)(C1=CC=CC=C1)C1=CC=CC=C1 (4-iodo-1-tritylimidazole), CC1=CC=CC(=N1)C=O (6-methyl-pyridine-2-carbaldehyde), CC1=CC=CC(=N1)C=O (6-methyl-pyridine-2-carbaldehyde), C(C)[Mg]Br (ethyl magnesium bromide). Reported procedure: A mixture of 4-iodo-1-tritylimidazole (commercially available) (5.0 g, 11.5 mmol) in dichloromethane (50 mL) at −10° C. was treated with ethyl magnesium bromide (3.8 mL, 11.5 mmol, 3M in ether) and allowed to react for 90 m. A solution of 6-methyl-pyridine-2-carbaldehyde (Intermediate D1) (commercially available from Aldrich) (0.93 g, 7.7 mmol) in dichloromethane (10 mL) was added via syringe at −10° C. and stirred for 45 m. The mixture was quenched with water (50 mL) and with a saturated soluti... Solvent: ClCCl (dichloromethane), ClCCl (dichloromethane). The product is CC1=CC=CC(=N1)C(O)C=1N=CN(C1)C(C1=CC=CC=C1)(C1=CC=CC=C1)C1=CC=CC=C1 ((6-Methyl-pyridin-2-yl)-(1-trityl-1H-imidazol-4-yl)-methanol). Starting materials: NCC=CCOc1cc(CN2CCCC2)ccn1, O=C(O)c1ccc[nH]1. Product: O=C(NCC=CCOc1cc(CN2CCCC2)ccn1)c1ccc[nH]1. Reaction SMILES: [N:1]1([CH2:6][c:7]2[cH:8][c:9]([O:13][CH2:14][CH:15]=[CH:16][CH2:17][NH2:18])[n:10][cH:11][cH:12]2)[CH2:2][CH2:3][CH2:4][CH2:5]1.[nH:19]1[c:20]([C:24](=[O:25])[OH:26])[cH:21][cH:22][cH:23]1>>[N:1]1([CH2:6][c:7]2[cH:8][c:9]([O:13][CH2:14][CH:15]=[CH:16][CH2:17][NH:18][C:24]([c:20]3[nH:19][cH:23][cH:22][cH:21]3)=[O:25])[n:10][cH:11][cH:12]2)[CH2:2][CH2:3][CH2:4][CH2:5]1. Reactants: C=Cc1ccc(C(C)(C)C)o1, ClCCl, [Cu+2], CCOC(=O)C=[N+]=[N-], O=S(=O)([O-])[O-]. Yields the product CCOC(=O)C1CC1c1ccc(C(C)(C)C)o1. As a reaction SMILES: [C:9]([CH3:10])([CH3:11])([CH3:12])[c:13]1[cH:14][cH:15][c:16]([CH:18]=[CH2:19])[o:17]1.[Cl:20][CH2:21][Cl:22].[Cu+2:23].[N+:1](=[N-:2])=[CH:3][C:4](=[O:5])[O:6][CH2:7][CH3:8].[O-:24][S:25](=[O:26])(=[O:27])[O-:28]>>[CH:3]1([C:4](=[O:5])[O:6][CH2:7][CH3:8])[CH:18]([c:16]2[cH:15][cH:14][c:13]([C:9]([CH3:10])([CH3:11])[CH3:12])[o:17]2)[CH2:19]1.